Dataset: the Open Reaction Database (ORD), a public repository of structured organic reaction records. Task: describe an organic reaction: reactants, conditions, products, and yield Reported procedure: A mixture of 150 mg of 6-chloro-N-(4-phenoxyphenyl)pyridin-2-amine in 304 mg of n-propanolamine in a screw cap vial under argon was treated analogously to the method as set out in Example 16b. 3-(6-(4-Phenoxyphenylamino)pyridin-2-ylamino)propan-1-ol was obtained in the form of a brown oil. Yields the product O(C1=CC=CC=C1)C1=CC=C(C=C1)NC1=CC=CC(=N1)NCCCO (3-(6-(4-Phenoxyphenylamino)pyridin-2-ylamino)propan-1-ol). Reactants: ClC1=CC=CC(=N1)NC1=CC=C(C=C1)OC1=CC=CC=C1 (6-chloro-N-(4-phenoxyphenyl)pyridin-2-amine), C(CN)CO (n-propanolamine). Isolated yield 73.0%. As a reaction SMILES: Cl[C:2]1[N:7]=[C:6]([NH:8][C:9]2[CH:14]=[CH:13][C:12]([O:15][C:16]3[CH:21]=[CH:20][CH:19]=[CH:18][CH:17]=3)=[CH:11][CH:10]=2)[CH:5]=[CH:4][CH:3]=1.[CH2:22]([CH2:25][OH:26])[CH2:23][NH2:24]>>[O:15]([C:12]1[CH:13]=[CH:14][C:9]([NH:8][C:6]2[N:7]=[C:2]([NH:24][CH2:23][CH2:22][CH2:25][OH:26])[CH:3]=[CH:4][CH:5]=2)=[CH:10][CH:11]=1)[C:16]1[CH:21]=[CH:20][CH:19]=[CH:18][CH:17]=1. Reactants: COC(=O)c1cc(-c2ccc(NC(=O)OCc3ccccc3)c(F)c2)ccn1, CCO, CO, CN(C)C=O, CCCCCC, CCOCC, Cl, [Li+], [OH-], O, O. Yields the product O=C(Nc1ccc(-c2ccnc(C(=O)O)c2)cc1F)OCc1ccccc1. RXN SMILES: [CH2:1]([c:2]1[cH:3][cH:4][cH:5][cH:6][cH:7]1)[O:8][C:9](=[O:10])[NH:11][c:12]1[c:13]([F:28])[cH:14][c:15](-[c:18]2[cH:19][c:20]([C:24](=[O:25])[O:26][CH3:27])[n:21][cH:22][cH:23]2)[cH:16][cH:17]1.[CH3:34][CH2:35][OH:36].[CH3:37][OH:38].[CH3:39][N:40]([CH3:41])[CH:42]=[O:43].[CH3:44][CH2:45][CH2:46][CH2:47][CH2:48][CH3:49].[CH3:50][CH2:51][O:52][CH2:53][CH3:54].[ClH:33].[Li+:32].[OH-:31].[OH2:29].[OH2:30]>>[CH2:1]([c:2]1[cH:3][cH:4][cH:5][cH:6][cH:7]1)[O:8][C:9](=[O:10])[NH:11][c:12]1[c:13]([F:28])[cH:14][c:15](-[c:18]2[cH:19][c:20]([C:24](=[O:25])[OH:26])[n:21][cH:22][cH:23]2)[cH:16][cH:17]1. Starting materials: C(C)(=O)NC1=C2CCCCC2=C(C(=C1)F)C (5-acetylamino-7-fluoro-8 -methyl-1,2,3,4-tetrahydronaphthalene), [Mn](=O)(=O)(=O)[O-].[K+] (potassium permanganate), aqueous solution, S(=O)(O)[O-].[Na+] (sodium hydrogensulfite), [Mn](=O)(=O)(=O)[O-].[K+] (potassium permanganate), C([O-])(O)=O.[Na+] (sodium bicarbonate), [Mn](=O)(=O)(=O)[O-].[K+] (potassium permanganate). Run in CC(=O)C (acetone), C(Cl)(Cl)Cl (chloroform). Conditions: time 1 hour. Product: C(C)(=O)NC=1C=C(C(=C2CCCC(C12)=O)C)F (8 -acetylamino-6-fluoro-5-methyl-1-tetralone). Yield: 48.9%. RXN SMILES: [C:1]([NH:4][C:5]1[CH:14]=[C:13]([F:15])[C:12]([CH3:16])=[C:11]2[C:6]=1[CH2:7][CH2:8][CH2:9][CH2:10]2)(=[O:3])[CH3:2].C(=O)(O)[O-:18].[Na+].[Mn]([O-])(=O)(=O)=O.[K+].S([O-])(O)=O.[Na+]>CC(C)=O.C(Cl)(Cl)Cl>[C:1]([NH:4][C:5]1[CH:14]=[C:13]([F:15])[C:12]([CH3:16])=[C:11]2[C:6]=1[C:7](=[O:18])[CH2:8][CH2:9][CH2:10]2)(=[O:3])[CH3:2] |f:1.2,3.4,5.6|. Procedure: In acetone, 5.0 g of 5-acetylamino-7-fluoro-8 -methyl-1,2,3,4-tetrahydronaphthalene were suspended, followed by the addition of 2.3 g of sodium bicarbonate. To the resulting mixture, 13.9 g of potassium permanganate were added in portions over 3.5 hours at an internal temperature of 10° to 15° C. and the mixture was stirred at room temperature for one hour. To the resulting mixture, 0.8 g of potassium permanganate was added further, followed by stirring for 1.5 hours. After a 5% aqueous solution... The reactants are C(C)OC(CC=1C=C(C(=CC1)OC)C1=C(C=C(C=C1)F)CNCC)=O ((2′-ethylaminomethyl-4′-fluoro-6-methoxy-biphenyl-3-yl)-acetic acid ethyl ester), [Li+].[OH-] (LiOH), C1(CC1)C(=O)Cl (cyclopropanecarbonyl chloride), C(C)OC(CC=1C=C(C(=CC1)OC)C1=C(C=C(C=C1)F)CN(CC)C(=O)OCC1=CC=CC=C1)=O ({2′-[(benzyloxycarbonyl-ethyl-amino)-methyl]-4′-fluoro-6-methoxy-biphenyl-3-yl}-acetic acid ethyl ester). Solvent: C1CCOC1 (THF). The product is C1(CC1)C(=O)N(CC)CC1=C(C=CC(=C1)F)C1=CC(=CC=C1OC)CC(=O)O ({2′-[(Cyclopropanecarbonyl-ethyl-amino)-methyl]-4′-fluoro-6-methoxy-biphenyl-3-yl}-acetic acid). Reaction SMILES: C([O:3][C:4](=[O:25])[CH2:5][C:6]1[CH:7]=[C:8]([C:14]2[CH:19]=[CH:18][C:17]([F:20])=[CH:16][C:15]=2[CH2:21][NH:22][CH2:23][CH3:24])[C:9]([O:12][CH3:13])=[CH:10][CH:11]=1)C.[CH:26]1([C:29](Cl)=[O:30])[CH2:28][CH2:27]1.C(OC(=O)CC1C=C(C2C=CC(F)=CC=2CN(C(OCC2C=CC=CC=2)=O)CC)C(OC)=CC=1)C.[Li+].[OH-]>C1COCC1>[CH:26]1([C:29]([N:22]([CH2:21][C:15]2[CH:16]=[C:17]([F:20])[CH:18]=[CH:19][C:14]=2[C:8]2[C:9]([O:12][CH3:13])=[CH:10][CH:11]=[C:6]([CH2:5][C:4]([OH:25])=[O:3])[CH:7]=2)[CH2:23][CH3:24])=[O:30])[CH2:28][CH2:27]1 |f:3.4|. Procedure: {2′-[(Cyclopropanecarbonyl-ethyl-amino)-methyl]-4′-fluoro-6-methoxy-biphenyl-3-yl}-acetic acid (Compound 1-186) was prepared by reacting (2′-ethylaminomethyl-4′-fluoro-6-methoxy-biphenyl-3-yl)-acetic acid ethyl ester and cyclopropanecarbonyl chloride according to the procedure described in Example 1, Step 6 and then hydrolyzing the ester with aqueous LiOH in THF at room temperature Starting materials: C(C1=CC=CC=C1)N1CCN(CC1)CC(C)C1=C(C=CC=C1)F (4-Benzyl-1-[2-(2-fluorophenyl)propyl]piperazine), C(=O)[O-].[NH4+] (ammonium formate). Reagents/catalysts: [OH-].[Pd+2].[OH-] (palladium (II) hydroxide). The solvent is CO (methanol). The product is dichloromethane methanol-880 ammonia, FC1=C(C=CC=C1)C(CN1CCNCC1)C (1-[2-(2-fluorophenyl)propyl]piperazine). Yield: 73.8%. Reaction SMILES: C([N:8]1[CH2:13][CH2:12][N:11]([CH2:14][CH:15]([C:17]2[CH:22]=[CH:21][CH:20]=[CH:19][C:18]=2[F:23])[CH3:16])[CH2:10][CH2:9]1)C1C=CC=CC=1.C([O-])=O.[NH4+]>CO.[OH-].[Pd+2].[OH-]>[F:23][C:18]1[CH:19]=[CH:20][CH:21]=[CH:22][C:17]=1[CH:15]([CH3:16])[CH2:14][N:11]1[CH2:10][CH2:9][NH:8][CH2:13][CH2:12]1 |f:1.2,4.5.6|. Procedure: 4-Benzyl-1-[2-(2-fluorophenyl)propyl]piperazine (3.17 g, 0.01 mol), ammonium formate (3.2 g, 0.05 mol) and palladium (II) hydroxide on carbon (10% w/w, 1.6 g) were mixed in methanol (200 ml) and heated under reflux for 18 h. The catalyst was filtered off through celite and the filtrate evaporated. Chromatography on silica gel with dichloromethane-methanol-880 ammonia (80:8:1) yielded 1-[2-(2-fluorophenyl)propyl]piperazine (1.64 g, 73%) as a colourless oil, δH (250 MHz, CDCl3) 1.2 (3H, d, J 7.0, ... The reactants are C(Cl)Cl (CH2Cl2), Cl (HCl), C12(CC3CC(CC(C1)C3)C2)CC2=CC=NC=C2 (4-(1-adamantylmethyl)pyridine). The reagents and catalysts are O=[Pt]=O (PtO2). Solvent: CO (MeOH), CO (MeOH). Run at time 24 hour. Product: Cl.C12(CC3CC(CC(C1)C3)C2)CC2CCNCC2 (4-(1-Adamantylmethyl)piperidine hydrochloride). The yield is 62.0%. As a reaction SMILES: [C:1]12([CH2:11][C:12]3[CH:17]=[CH:16][N:15]=[CH:14][CH:13]=3)[CH2:10][CH:5]3[CH2:6][CH:7]([CH2:9][CH:3]([CH2:4]3)[CH2:2]1)[CH2:8]2.Cl.C(Cl)[Cl:20]>CO.O=[Pt]=O>[ClH:20].[C:1]12([CH2:11][CH:12]3[CH2:17][CH2:16][NH:15][CH2:14][CH2:13]3)[CH2:10][CH:5]3[CH2:4][CH:3]([CH2:9][CH:7]([CH2:6]3)[CH2:8]1)[CH2:2]2 |f:5.6|. Procedure: A mixture of 4-(1-adamantylmethyl)pyridine (500 mg, 2.20 mmol) and PtO2 (15 mg) in MeOH (20 mL) containing concd HCl (1 mL) was allowed to shake under H2 (25-30 psi) for 24 h. NMR analysis showed only about 45% reaction. An additional portion of catalyst was added and the reaction was allowed to proceed as above for an additional 24 h. The analysis now showed about 70% reaction. The reaction was allowed to proceed at 50 psi for a final 24 h (72 h total). A crystalline solid was observed in the r... Reactants: C(C)OC(C)=NOCCN(C[C@@H]1[C@H]([C@H]([C@@H](O1)N1C(=NC=2C(N)=NC=NC12)C)O)O)C (5′-Deoxy-5′-[[2-[[(1-ethoxyethylidene)amino]oxy]ethyl]methylamino]-8-methyladenosine), CNC[C@@H]1[C@H]([C@H]([C@@H](O1)N1C(=NC=2C(N)=NC=NC12)NC)O)O (5′-Deoxy-5′,8-bis(methylamino)adenosine), CCN(C(C)C)C(C)C (DIEA). Run in CN(C)C=O (DMF). Yields the product C(C)OC(C)=NOCCN(C[C@@H]1[C@H]([C@H]([C@@H](O1)N1C(=NC=2C(N)=NC=NC12)NC)O)O)C (5′-Deoxy-5′-[[2-[[(1-ethoxyethylidene)amino]oxy]ethyl]methylamino]-8-(methylamino)adenosine). Reaction SMILES: [CH2:1]([O:3][C:4](=[N:6][O:7][CH2:8][CH2:9][N:10]([CH3:30])[CH2:11][C@H:12]1[O:16][C@@H:15]([N:17]2[C:26]3[N:25]=[CH:24][N:23]=[C:21]([NH2:22])[C:20]=3[N:19]=[C:18]2C)[C@H:14]([OH:28])[C@@H:13]1[OH:29])[CH3:5])[CH3:2].[CH3:31][NH:32]C[C@H]1O[C@@H](N2C3N=CN=C(N)C=3N=C2NC)[C@H](O)[C@@H]1O.CCN(C(C)C)C(C)C>CN(C=O)C>[CH2:1]([O:3][C:4](=[N:6][O:7][CH2:8][CH2:9][N:10]([CH3:30])[CH2:11][C@H:12]1[O:16][C@@H:15]([N:17]2[C:26]3[N:25]=[CH:24][N:23]=[C:21]([NH2:22])[C:20]=3[N:19]=[C:18]2[NH:32][CH3:31])[C@H:14]([OH:28])[C@@H:13]1[OH:29])[CH3:5])[CH3:2]. Reported procedure: Compound 6b was prepared by the same procedure as reported for 6a using 4c (500 mg, 1.61 mmol), ethyl N-(2-bromoethoxy)ethanamidate48 (407 mg, 1.93 mmol), DIEA (104 mg, 0.14 mL, 0.80 mmol), and DMF (5 mL). After column chromatography (elution with 7:1:0.3 chloroform:methanol:NH4OH), a yellow glassy sticky solid was obtained: yield 209 mg (30%), MS: m/z 439 (M+H)+; 1HNMR (DMSO-d6) δ 7.89 (s, 1H, H-2), 6.85 (q, 1H, 8CH3—NH), 6.47 (bs, 2H, 6-NH2), 5.69 (d, 1H, H-1′, J1′,2′=5.0 Hz), 5.27 (d, 1H, 2′-...